Dataset: the Open Reaction Database (ORD), a public repository of structured organic reaction records. Task: describe an organic reaction: reactants, conditions, products, and yield Starting materials: C(C)(C)OC1=C(C(=O)O)C=C(C=C1)S(=O)(=O)C (2-isopropoxy-5-methanesulfonyl-benzoic acid), CS(=O)(=O)C1=CC=C(C=C1)C=1CCNCC1 (4-(4-Methanesulfonyl-phenyl)-1,2,3,6-tetrahydro-pyridine). Product: C(C)(C)OC1=C(C=C(C=C1)S(=O)(=O)C)C(=O)N1CCC(=CC1)C1=CC=C(C=C1)S(=O)(=O)C ((2-Isopropoxy-5-methanesulfonyl-phenyl)-[4-(4-methanesulfonyl-phenyl)-3,6-dihydro-2H-pyridin-1-yl]-methanone). As a reaction SMILES: [CH:1]([O:4][C:5]1[CH:13]=[CH:12][C:11]([S:14]([CH3:17])(=[O:16])=[O:15])=[CH:10][C:6]=1[C:7]([OH:9])=O)([CH3:3])[CH3:2].[CH3:18][S:19]([C:22]1[CH:27]=[CH:26][C:25]([C:28]2[CH2:29][CH2:30][NH:31][CH2:32][CH:33]=2)=[CH:24][CH:23]=1)(=[O:21])=[O:20]>>[CH:1]([O:4][C:5]1[CH:13]=[CH:12][C:11]([S:14]([CH3:17])(=[O:16])=[O:15])=[CH:10][C:6]=1[C:7]([N:31]1[CH2:30][CH:29]=[C:28]([C:25]2[CH:26]=[CH:27][C:22]([S:19]([CH3:18])(=[O:21])=[O:20])=[CH:23][CH:24]=2)[CH2:33][CH2:32]1)=[O:9])([CH3:2])[CH3:3]. Procedure details: According to the procedure described for the synthesis of example 4, step f, the title compound has been synthesized 2-isopropoxy-5-methanesulfonyl-benzoic acid and 4-(4-Methanesulfonyl-phenyl)-1,2,3,6-tetrahydro-pyridine. MS (m/e): 495.4 (M+NH4+, 100%) The reactants are CC(=O)O, COCC(=O)Nc1cc(Oc2ccc([N+](=O)[O-])c(OC)c2)ccn1, CO, ClCCl. Yields the product COCC(=O)Nc1cc(Oc2ccc(N)c(OC)c2)ccn1. RXN SMILES: [C:27]([OH:28])(=[O:29])[CH3:30].[CH3:1][O:2][CH2:3][C:4](=[O:5])[NH:6][c:7]1[n:8][cH:9][cH:10][c:11]([O:13][c:14]2[cH:15][c:16]([O:23][CH3:24])[c:17]([N+:20]([O-:21])=[O:22])[cH:18][cH:19]2)[cH:12]1.[CH3:25][OH:26].[Cl:31][CH2:32][Cl:33]>>[CH3:1][O:2][CH2:3][C:4](=[O:5])[NH:6][c:7]1[n:8][cH:9][cH:10][c:11]([O:13][c:14]2[cH:15][c:16]([O:23][CH3:24])[c:17]([NH2:20])[cH:18][cH:19]2)[cH:12]1. The reactants are ClCC(C(CCCl)(C)CC)=O (1,5-dichloro-3-ethyl-3-methyl-2-pentanone), O (water), ClC1=CC=C(C=C1)O (4-chlorophenol), C([O-])([O-])=O.[K+].[K+] (potassium carbonate), O (water). Solvent: C1(=CC=CC=C1)C (toluene), C1(=CC=CC=C1)C (toluene). Conditions: temperature 100 celsius, time 5 hour. Yields the product ClC1=CC=C(OCC(C(CCCl)(C)CC)=O)C=C1 (1-(4-chlorophenoxy)-5-chloro-3-ethyl-3-methyl-2-pentanone). Yield: 71.8%. Reaction SMILES: [Cl:1][C:2]1[CH:7]=[CH:6][C:5]([OH:8])=[CH:4][CH:3]=1.C(=O)([O-])[O-].[K+].[K+].O.Cl[CH2:17][C:18](=[O:26])[C:19]([CH2:24][CH3:25])([CH3:23])[CH2:20][CH2:21][Cl:22]>C1(C)C=CC=CC=1>[Cl:1][C:2]1[CH:7]=[CH:6][C:5]([O:8][CH2:17][C:18](=[O:26])[C:19]([CH2:24][CH3:25])([CH3:23])[CH2:20][CH2:21][Cl:22])=[CH:4][CH:3]=1 |f:1.2.3|. Procedure: 79.7 g (0.62 mole) of 4-chlorophenol and 85.6 g (0.62 mole) of potassium carbonate in 600 ml of toluene are heated under reflux for 2 hours, using a water separator. 104 g (0.53 mole) of 1,5-dichloro-3-ethyl-3-methyl-2-pentanone in 100 ml of toluene are then added at 70° C. The reaction mixture is stirred at 100° C. for 5 hours and is then allowed to cool and is stirred with 500 ml of water. The organic phase is separated off, washed with dilute sodium hydroxide solution and with water, dried ov... Starting materials: c1c2c(cc3oc(CC4CC4)nc13)CCNCC2, Cc1ccc2c(-c3nnc(SCCCCl)n3C)cccc2n1. Product: Cc1ccc2c(-c3nnc(SCCCN4CCc5cc6nc(CC7CC7)oc6cc5CC4)n3C)cccc2n1, Cl. Reaction SMILES: [CH:1]1([CH2:4][c:5]2[o:6][c:7]3[cH:8][c:9]4[c:10]([cH:16][c:17]3[n:18]2)[CH2:11][CH2:12][NH:13][CH2:14][CH2:15]4)[CH2:2][CH2:3]1.[Cl:19][CH2:20][CH2:21][CH2:22][S:23][c:24]1[n:25]([CH3:40])[c:26](-[c:29]2[c:30]3[cH:31][cH:32][c:33]([CH3:39])[n:34][c:35]3[cH:36][cH:37][cH:38]2)[n:27][n:28]1>>[CH:1]1([CH2:4][c:5]2[o:6][c:7]3[cH:8][c:9]4[c:10]([cH:16][c:17]3[n:18]2)[CH2:11][CH2:12][N:13]([CH2:20][CH2:21][CH2:22][S:23][c:24]2[n:25]([CH3:40])[c:26](-[c:29]3[c:30]5[cH:31][cH:32][c:33]([CH3:39])[n:34][c:35]5[cH:36][cH:37][cH:38]3)[n:27][n:28]2)[CH2:14][CH2:15]4)[CH2:2][CH2:3]1.[ClH:19]. The reactants are C(C)(=O)[O-].[K+] (potassium acetate), C(C)(C)(C)OC(=O)N1CCN(CC1)C1=NC=2N(C(N(C(C2N1C1=C(C=CC=C1)C=O)=O)C)=O)C (4-[7-(2-Formylphenyl)-1,3-dimethyl-2,6-dioxo-2,3,6,7-tetrahydro-1H-purin-8-yl]piperazine-1-carboxylic acid tert-butyl ester), Cl.NO (hydroxylamine hydrochloride). The solvent is O (water), C(C)O (ethanol), C(C)(=O)OCC (ethyl acetate). Run at time 0.5 hour. Product: C(C)(C)(C)OC(=O)N1CCN(CC1)C1=NC=2N(C(N(C(C2N1C1=C(C=CC=C1)C=NO)=O)C)=O)C (4-[7-[2-(hydroxyiminomethyl)phenyl]-1,3-dimethyl-2,6-dioxo-2,3,6,7-tetrahydro-1H-purin-8-yl]piperazine-1-carboxylic acid tert-butyl ester). Reaction SMILES: [C:1]([O:5][C:6]([N:8]1[CH2:13][CH2:12][N:11]([C:14]2[N:22]([C:23]3[CH:28]=[CH:27][CH:26]=[CH:25][C:24]=3[CH:29]=O)[C:21]3[C:20](=[O:31])[N:19]([CH3:32])[C:18](=[O:33])[N:17]([CH3:34])[C:16]=3[N:15]=2)[CH2:10][CH2:9]1)=[O:7])([CH3:4])([CH3:3])[CH3:2].Cl.[NH2:36][OH:37].C([O-])(=O)C.[K+]>C(O)C.O.C(OCC)(=O)C>[C:1]([O:5][C:6]([N:8]1[CH2:9][CH2:10][N:11]([C:14]2[N:22]([C:23]3[CH:28]=[CH:27][CH:26]=[CH:25][C:24]=3[CH:29]=[N:36][OH:37])[C:21]3[C:20](=[O:31])[N:19]([CH3:32])[C:18](=[O:33])[N:17]([CH3:34])[C:16]=3[N:15]=2)[CH2:12][CH2:13]1)=[O:7])([CH3:3])([CH3:2])[CH3:4] |f:1.2,3.4|. Procedure details: 4-[7-(2-Formylphenyl)-1,3-dimethyl-2,6-dioxo-2,3,6,7-tetrahydro-1H-purin-8-yl]piperazine-1-carboxylic acid tert-butyl ester (13 mg) and hydroxylamine hydrochloride (10 mg) were dissolved in ethanol (1 ml) and water (0.2 ml), and potassium acetate (ca. 10 mg) was added thereto. The reaction solution was stirred for 0.5 hour at room temperature, diluted with ethyl acetate, and washed with sodium bicarbonate aqueous solution. The organic layer was dried over anhydrous magnesium sulfate, filtered, a... The reactants are C1CCOC1, Cc1ccc(F)c(N=C=O)c1, COC(=O)c1cc(-c2cc(Oc3ccc(N)cc3)ccn2)cs1, O. The product is COC(=O)c1cc(-c2cc(Oc3ccc(NC(=O)Nc4cc(C)ccc4F)cc3)ccn2)cs1. As a reaction SMILES: [CH2:36]1[O:37][CH2:38][CH2:39][CH2:40]1.[F:24][c:25]1[c:26]([N:32]=[C:33]=[O:34])[cH:27][c:28]([CH3:31])[cH:29][cH:30]1.[NH2:1][c:2]1[cH:3][cH:4][c:5]([O:6][c:7]2[cH:8][c:9](-[c:13]3[cH:14][c:15]([C:18](=[O:19])[O:20][CH3:21])[s:16][cH:17]3)[n:10][cH:11][cH:12]2)[cH:22][cH:23]1.[OH2:35]>>[NH:1]([c:2]1[cH:3][cH:4][c:5]([O:6][c:7]2[cH:8][c:9](-[c:13]3[cH:14][c:15]([C:18](=[O:19])[O:20][CH3:21])[s:16][cH:17]3)[n:10][cH:11][cH:12]2)[cH:22][cH:23]1)[C:33]([NH:32][c:26]1[c:25]([F:24])[cH:30][cH:29][c:28]([CH3:31])[cH:27]1)=[O:34]. Reactants: ClCC[Mg] (chloroethyl magnesium), O (Water), ClC1=C(C(=CC(=C1)N1N=CC(NC1=O)=O)Cl)C(C(=O)Cl)C1=CC=C(C=C1)Cl (2,6-dichloro-α-(4-chlorophenyl)-4-(4,5-dihydro-3,5-dioxo-1,2,4,-triazin-2(3H)-yl)-benzeneacetyl chloride), [NH4+].[Cl-] (NH4Cl). The solvent is C1CCOC1 (THF), C1CCOC1 (THF). Conditions: temperature -75 celsius. Product: ClC=1C=C(C=C(C1C(C(CC)=O)C1=CC=C(C=C1)Cl)Cl)N1N=CC(NC1=O)=O ((±)-2-[3,5-dichloro-4-[1-(4-chlorophenyl)-2-oxobutyl]phenyl]-1,2,4-triazine-3,5(2H,4H)-dione). Isolated yield 17.3%. As a reaction SMILES: [Cl:1][C:2]1[CH:7]=[C:6]([N:8]2[C:13](=[O:14])[NH:12][C:11](=[O:15])[CH:10]=[N:9]2)[CH:5]=[C:4]([Cl:16])[C:3]=1[CH:17]([C:21]1[CH:26]=[CH:25][C:24]([Cl:27])=[CH:23][CH:22]=1)[C:18](Cl)=[O:19].Cl[CH2:29][CH2:30][Mg].[NH4+].[Cl-].O>C1COCC1>[Cl:16][C:4]1[CH:5]=[C:6]([N:8]2[C:13](=[O:14])[NH:12][C:11](=[O:15])[CH:10]=[N:9]2)[CH:7]=[C:2]([Cl:1])[C:3]=1[CH:17]([C:21]1[CH:26]=[CH:25][C:24]([Cl:27])=[CH:23][CH:22]=1)[C:18](=[O:19])[CH2:29][CH3:30] |f:2.3|. Reported procedure: A mixture of 2,6-dichloro-α-(4-chlorophenyl)-4-(4,5-dihydro-3,5-dioxo-1,2,4,-triazin-2(3H)-yl)-benzeneacetyl chloride (0.05 mol) in THF (200 ml) was stirred at −75° C. A solution of chloroethyl magnesium (0.1 mol; 2 M/THF) in THF (50 ml) was added dropwise at −75° C. The reaction mixture was stirred for 90 minutes, then the temperature was raised to −20° C. A saturated aqueous NH4Cl solution was added dropwise. Water was added and the product was extracted with CH2Cl2. The organic layer was sepa... Starting materials: ClCC1CN(CCO1)CC1=CC=CC=C1 (2-chloromethyl-4-benzyl morpholine), ClC1=CC(=C(N)C=C1)[N+](=O)[O-] (4-chloro-2-nitroaniline), NC1=C(C#N)C(=CC=C1)F (2-amino-6-fluorobenzonitrile), C=O (Paraformaldehyde), CNCC1CN(CCO1)CC1=CC=CC=C1 (2-(methylamino)methyl-4-benzyl morpholine), Cl (HCl), N1=CC=CC=C1 (pyridine), Compound I. Reagents/catalysts: [Pd] (Pd/C). Solvent: CN (methylamine), solution, NC (NH2Me), CCO (EtOH), C(C)O (ethanol). Run at temperature 110 celsius, time 8 hour. The product is N1C(C=CC2=CC=CC=C12)=O (Quinolinone), NC1=C(C(NC2=CC=CC(=C12)F)=O)C1=NC2=C(N1)C=C(C=C2)N(CC2N(CCOC2)C)C (4-amino-5-fluoro-3-(6-{methyl[(4-methylmorpholin-3-yl)methyl]amino}-1H-benzimidazol-2-yl)quinolin-2(1H)-one). As a reaction SMILES: ClCC1[O:8][CH2:7][CH2:6]N(C[C:10]2[CH:15]=[CH:14]C=CC=2)C1.Cl[C:17]1[CH:23]=[CH:22][C:20]([NH2:21])=[C:19]([N+:24]([O-])=O)[CH:18]=1.[NH2:27][C:28]1[CH:35]=[CH:34][CH:33]=[C:32]([F:36])[C:29]=1[C:30]#[N:31].CNC[CH:40]1[O:45][CH2:44][CH2:43][N:42]([CH2:46]C2C=CC=CC=2)[CH2:41]1.Cl.C=[O:55].[N:56]1[CH:61]=CC=C[CH:57]=1>NC.CCO.[Pd]>[NH:27]1[C:28]2[C:29](=[CH:32][CH:33]=[CH:34][CH:35]=2)[CH:30]=[CH:6][C:7]1=[O:8].[NH2:31][C:30]1[C:29]2[C:28](=[CH:35][CH:34]=[CH:33][C:32]=2[F:36])[NH:27][C:14](=[O:55])[C:15]=1[C:10]1[NH:24][C:19]2[CH:18]=[C:17]([N:56]([CH3:61])[CH2:57][CH:41]3[CH2:40][O:45][CH2:44][CH2:43][N:42]3[CH3:46])[CH:23]=[CH:22][C:20]=2[N:21]=1. Procedure details: Quinolinone I was synthesized from commercially available 2-chloromethyl-4-benzyl morpholine, methylamine, 4-chloro-2-nitroaniline, and 2-amino-6-fluorobenzonitrile following the general procedure of Example 49. (2-(methylamino)methyl-4-benzyl morpholine was dissolved in an 8 M solution of NH2Me in EtOH and heated in a glass bomb at 110° C. overnight to form the product 2-(methylamino)methyl-4-benzyl morpholine following removal of the solvent). Compound I (1.0 equivalent) and 10% Pd/C (0.1 equi... Reactants: FC1=C(C=CC(=C1F)F)I (2,3,4-trifluoroiodobenzene), C1(=CC=CC=C1)P(C1=CC=CC=C1)C1=CC=CC=C1 (triphenylphosphine), C(C#C)O (propargyl alcohol), C(C)(C)N(CC)C(C)C (diisopropylethylamine). Reagents/catalysts: [Cu]I (copper(I) iodide), C1=CC=C(C=C1)/C=C/C(=O)/C=C/C2=CC=CC=C2.C1=CC=C(C=C1)/C=C/C(=O)/C=C/C2=CC=CC=C2.C1=CC=C(C=C1)/C=C/C(=O)/C=C/C2=CC=CC=C2.C(Cl)(Cl)Cl.[Pd].[Pd] (tris(dibenzylideneacetone)dipalladium(0) chloroform adduct). The solvent is [Cl-].[Na+].O (brine), O1CCCC1 (tetrahydrofuran). Conditions: time 17 hour. The product is FC1=C(C=CC(=C1F)F)C#CCO (3-(2,3,4-trifluorophenyl)-2-propyne-1-ol). RXN SMILES: [F:1][C:2]1[C:7]([F:8])=[C:6]([F:9])[CH:5]=[CH:4][C:3]=1I.C1(P(C2C=CC=CC=2)C2C=CC=CC=2)C=CC=CC=1.[CH2:30]([OH:33])[C:31]#[CH:32].C(N(C(C)C)CC)(C)C>[Cl-].[Na+].O.[Cu]I.C1C=CC(/C=C/C(/C=C/C2C=CC=CC=2)=O)=CC=1.C1C=CC(/C=C/C(/C=C/C2C=CC=CC=2)=O)=CC=1.C1C=CC(/C=C/C(/C=C/C2C=CC=CC=2)=O)=CC=1.C(Cl)(Cl)Cl.[Pd].[Pd].O1CCCC1>[F:1][C:2]1[C:7]([F:8])=[C:6]([F:9])[CH:5]=[CH:4][C:3]=1[C:32]#[C:31][CH2:30][OH:33] |f:4.5.6,8.9.10.11.12.13|. Procedure: A mixture of 2,3,4-trifluoroiodobenzene (5.00 g), copper(I) iodide (73.9 mg), triphenylphosphine (254 mg), tris(dibenzylideneacetone)dipalladium(0) chloroform adduct (402 mg), propargyl alcohol (1.26 ml), diisopropylethylamine (13.5 ml) and tetrahydrofuran (100 ml) was stirred at room temperature for 17 hr. The reaction mixture was added to brine, and the mixture was extracted with ethyl acetate, washed with saturated brine, and dried over anhydrous magnesium sulfate. The solvent was evaporated ... Reactants: C(C1=CC=CC=C1)NC1=C2C(C(=CN(C2=CC(=C1F)F)C1CC1)C(=O)O)=O (5-benzylamino-1-cyclopropyl-6,7-difluoro-1,4-dihydro-4-oxoquinoline-3-carboxylic acid), CC1NCCNC1 (2-methylpiperazine). Run in N1=CC=CC=C1 (pyridine). Yields the product C(C1=CC=CC=C1)NC1=C2C(C(=CN(C2=CC(=C1F)N1CC(NCC1)C)C1CC1)C(=O)O)=O (5-benzylamino-1-cyclopropyl-6-fluoro-7-(3-methyl-1-piperazinyl)-1,4-dihydro-4-oxoquinoline-3-carboxylic acid). The yield is 79.5%. Reaction SMILES: [CH2:1]([NH:8][C:9]1[C:18]([F:19])=[C:17](F)[CH:16]=[C:15]2[C:10]=1[C:11](=[O:27])[C:12]([C:24]([OH:26])=[O:25])=[CH:13][N:14]2[CH:21]1[CH2:23][CH2:22]1)[C:2]1[CH:7]=[CH:6][CH:5]=[CH:4][CH:3]=1.[CH3:28][CH:29]1[CH2:34][NH:33][CH2:32][CH2:31][NH:30]1>N1C=CC=CC=1>[CH2:1]([NH:8][C:9]1[C:18]([F:19])=[C:17]([N:33]2[CH2:32][CH2:31][NH:30][CH:29]([CH3:28])[CH2:34]2)[CH:16]=[C:15]2[C:10]=1[C:11](=[O:27])[C:12]([C:24]([OH:26])=[O:25])=[CH:13][N:14]2[CH:21]1[CH2:23][CH2:22]1)[C:2]1[CH:3]=[CH:4][CH:5]=[CH:6][CH:7]=1. Procedure details: A mixture of 3.0 g of 5-benzylamino-1-cyclopropyl-6,7-difluoro-1,4-dihydro-4-oxoquinoline-3-carboxylic acid, 2.5 g of 2-methylpiperazine and 30 ml of pyridine was heated under reflux for 5 hours. The reaction mixture was concentrated under reduced pressure. Water was added to the residue, and the solution was acidified with acetic acid and treated with activated charcoal. It was then neutralized with aqueous ammonia. The crystals which precipitated were collected by filtration to give 2.9 g of 5...